This data is from the Open Reaction Database (ORD), a public repository of structured organic reaction records. The task is: describe an organic reaction: reactants, conditions, products, and yield Starting materials: COC1=CC2=C(N(C(OC2=O)=O)C)C=C1 (6-Methoxy-1-methyl-1H-benzo(d)(1,3)oxazine-2,4-dione), N (ammonia). Run in O1CCCC1 (tetrahydrofuran). Run at temperature 0 celsius, time 30 minute. Product: COC=1C=CC(=C(C(=O)N)C1)NC (5-Methoxy-2-methylamino-benzamide). As a reaction SMILES: [CH3:1][O:2][C:3]1[CH:15]=[CH:14][C:6]2[N:7](C)[C:8](=O)[O:9][C:10](=O)[C:5]=2[CH:4]=1.[NH3:16]>O1CCCC1>[CH3:1][O:2][C:3]1[CH:15]=[CH:14][C:6]([NH:7][CH3:8])=[C:5]([CH:4]=1)[C:10]([NH2:16])=[O:9]. Procedure: 1.50 g (7.24 mmol) 6-Methoxy-1-methyl-1H-benzo(d)(1,3)oxazine-2,4-dione were dissolved in 20 ml tetrahydrofuran and 10.0 ml ammonia (25%) added at 0° C. The solution was stirred for 30 min at 0° C. and for 30 min at room temperature. THF was distilled under vacuum and the remaining suspension was neutralized with diluted hydrogen chloride acid. The product was isolated by filtration. Starting materials: N=1N(N=CC1)CCOC1=CC=C(N)C=C1 (4-[2-(1,2,3-triazol-2-yl)ethoxy]aniline), N#CN (cyanamide), [N+](=O)(O)[O-] (HNO3), NC(=N)N (guanidine). The product is [N+](=O)([O-])[O-].N=1N(N=CC1)CCOC1=CC=C(C=C1)NC(=[NH2+])N (4-[2-(1,2,3-Triazol-2-yl)ethoxy]phenylguanidinium nitrate), desired material. As a reaction SMILES: [N:1]1[N:2]([CH2:6][CH2:7][O:8][C:9]2[CH:15]=[CH:14][C:12]([NH2:13])=[CH:11][CH:10]=2)[N:3]=[CH:4][CH:5]=1.[N:16]#[C:17][NH2:18].[N+:19]([O-:22])([OH:21])=[O:20].NC(N)=N>>[N+:19]([O-:22])([O-:21])=[O:20].[N:1]1[N:2]([CH2:6][CH2:7][O:8][C:9]2[CH:15]=[CH:14][C:12]([NH:13][C:17]([NH2:18])=[NH2+:16])=[CH:11][CH:10]=2)[N:3]=[CH:4][CH:5]=1 |f:4.5|. Reported procedure: The title compound was prepared from 4-[2-(1,2,3-triazol-2-yl)ethoxy]aniline (8.85 g, 43.4 mmol), cyanamide (2.82 g, 73.78 mmol) and concentrated HNO3 (1.58 mL, 26.47 mmol) in a manner similar to the guanidine of Example 1 to give the desired material (7.95 g) as an off-white solid, m.p.>250°. δH (d6DMSO) 9.32 (1H, s), 7.80 (2H, s), 7.16-7.13 (6H, m), 7.00-6.97 (2H, m), 4.79 (2H, t, J 4.95 mmol) and 4.41 (2H, t, J 4.95 mmol).